This data is from the Open Reaction Database (ORD), a public repository of structured organic reaction records. The task is: describe an organic reaction: reactants, conditions, products, and yield The reactants are COC(C)[Si](C)(C)C, CN(C)C=O, ClCCCBr, Cc1ccc(F)cc1C1CC(=O)NC(c2cccc(Cl)c2)C12C(=O)Nc1cc(Cl)ccc12, [H-], [Li+], O. The product is COC(C)[Si](C)(C)C, Cc1ccc(F)cc1C1CC(=O)N(CCCCl)C(c2cccc(Cl)c2)C12C(=O)Nc1cc(Cl)ccc12. RXN SMILES: [CH3:1][O:2][CH:3]([CH3:4])[Si:5]([CH3:6])([CH3:7])[CH3:8].[CH3:49][N:50]([CH3:51])[CH:52]=[O:53].[Cl:43][CH2:44][CH2:45][CH2:46][Br:47].[Cl:9][c:10]1[cH:11][cH:12][c:13]2[c:17]([cH:18]1)[NH:16][C:15](=[O:19])[C:14]21[CH:20]([c:34]2[cH:35][c:36]([Cl:40])[cH:37][cH:38][cH:39]2)[NH:21][C:22](=[O:33])[CH2:23][CH:24]1[c:25]1[c:26]([CH3:32])[cH:27][cH:28][c:29]([F:31])[cH:30]1.[H-:41].[Li+:42].[OH2:48]>>[CH3:1][O:2][CH:3]([CH3:4])[Si:5]([CH3:6])([CH3:7])[CH3:8].[Cl:9][c:10]1[cH:11][cH:12][c:13]2[c:17]([cH:18]1)[NH:16][C:15](=[O:19])[C:14]21[CH:20]([c:34]2[cH:35][c:36]([Cl:40])[cH:37][cH:38][cH:39]2)[N:21]([CH2:46][CH2:45][CH2:44][Cl:43])[C:22](=[O:33])[CH2:23][CH:24]1[c:25]1[c:26]([CH3:32])[cH:27][cH:28][c:29]([F:31])[cH:30]1. Reactants: CN1CCC(CC1)N (1-methyl-4-amino-piperidine), CCN(C(C)C)C(C)C (DIEA), Cl.ClC1=CC(=NC=C1)C(=O)Cl (4-chloropicolinoyl chloride hydrochloride). Run in CCOC(=O)C (EtOAc), C1CCOC1 (THF). Run at time 2 hour. The product is ClC1=CC(=NC=C1)C(=O)NC1CCN(CC1)C (4-chloro-N-(1-methylpiperidin-4-yl)picolinamide). Isolated yield 111.9%. RXN SMILES: [CH3:1][N:2]1[CH2:7][CH2:6][CH:5]([NH2:8])[CH2:4][CH2:3]1.CCN(C(C)C)C(C)C.Cl.[Cl:19][C:20]1[CH:25]=[CH:24][N:23]=[C:22]([C:26](Cl)=[O:27])[CH:21]=1>C1COCC1.CCOC(C)=O>[Cl:19][C:20]1[CH:25]=[CH:24][N:23]=[C:22]([C:26]([NH:8][CH:5]2[CH2:6][CH2:7][N:2]([CH3:1])[CH2:3][CH2:4]2)=[O:27])[CH:21]=1 |f:2.3|. Procedure details: A 0° C. solution of 1-methyl-4-amino-piperidine (0.860 g, 7.53 mmol) and DIEA (2.63 mL, 15.06 mmol) in THF (15 mL) was treated with 4-chloropicolinoyl chloride hydrochloride (0.8 g, 3.77 mmol) in one portion, stirred at RT for 2 h, diluted with EtOAc and washed with satd. NaHCO3, then brine. The organic layer was dried over Na2SO4 and concentrated to dryness to afford 4-chloro-N-(1-methylpiperidin-4-yl)picolinamide (1.07 g, 112%). 1H NMR (400 MHz, DMSO-d6): δ 8.61-8.60 (m, 2H), 8.00 (d, J=2.1 Hz... Starting materials: C1COCCO1, COC(=O)c1cc(Cl)cc(C(=O)O)c1, N#N, N, O=S(Cl)Cl. Product: COC(=O)c1cc(Cl)cc(C(N)=O)c1. Reaction SMILES: [CH2:22]1[O:23][CH2:24][CH2:25][O:26][CH2:27]1.[Cl:3][c:4]1[cH:5][c:6]([C:7](=[O:8])[OH:9])[cH:10][c:11]([C:13](=[O:14])[O:15][CH3:16])[cH:12]1.[N:1]#[N:2].[NH3:21].[S:17]([Cl:18])([Cl:19])=[O:20]>>[NH2:1][C:7]([c:6]1[cH:5][c:4]([Cl:3])[cH:12][c:11]([C:13](=[O:14])[O:15][CH3:16])[cH:10]1)=[O:8]. Starting materials: BrC=1C=C(C(=NC1)C1=CCC(CC1)=O)C (4-(5-bromo-3-methylpyridin-2-yl)cyclohex-3-en-1-one), NCCO (2-aminoethanol), C([O-])([O-])=O.[Na+].[Na+] (sodium carbonate), C(C)(=O)O[BH-](OC(C)=O)OC(C)=O.[Na+] (sodium triacetoxyborohydride). The solvent is ClCCl (dichloromethane). Product: BrC=1C=C(C(=NC1)C1=CCC(CC1)NCCO)C (2-[4-(5-bromo-3-methylpyridin-2-yl)cyclohex-3-en-1-yl]amino ethanol). As a reaction SMILES: [Br:1][C:2]1[CH:3]=[C:4]([CH3:15])[C:5]([C:8]2[CH2:13][CH2:12][C:11](=O)[CH2:10][CH:9]=2)=[N:6][CH:7]=1.[NH2:16][CH2:17][CH2:18][OH:19].C(O[BH-](OC(=O)C)OC(=O)C)(=O)C.[Na+].C(=O)([O-])[O-].[Na+].[Na+]>ClCCl>[Br:1][C:2]1[CH:3]=[C:4]([CH3:15])[C:5]([C:8]2[CH2:13][CH2:12][CH:11]([NH:16][CH2:17][CH2:18][OH:19])[CH2:10][CH:9]=2)=[N:6][CH:7]=1 |f:2.3,4.5.6|. Reported procedure: To a solution of 4-(5-bromo-3-methylpyridin-2-yl)cyclohex-3-en-1-one (2.06 g) in dichloromethane (50 ml) was added 2-aminoethanol (0.463 ml) at room temperature with stirring. Then sodium triacetoxyborohydride (1.64 g) was added thereto, and stirred at the same temperature. After completion of the reaction, to the reaction solution was added 10% sodium carbonate aqueous solution, and extracted with chloroform. The organic layer was dried over anhydrous sodium sulfate, and then the solvent was ev... Starting materials: C(#N)CC1(CN(C1)C=1N=CC(=NC1)C(=O)NC(C)C)N1N=CC(=C1)B1OC(C(O1)(C)C)(C)C (5-{3-(Cyanomethyl)-3-[4-(4,4,5,5-tetramethyl-1,3,2-dioxaborolan-2-yl)-1H-pyrazol-1-yl]azetidin-1-yl}-N-isopropylpyrazine-2-carboxamide), BrC=1C(=NNC1C)C (4-bromo-3,5-dimethyl-1H-pyrazole), C([O-])([O-])=O.[Cs+].[Cs+] (cesium carbonate), O (water). Reagents/catalysts: C1(CCCCC1)P(C1=C(C=CC=C1)C1=C(C=C(C=C1C(C)C)C(C)C)C(C)C)C1CCCCC1.NC1=C(C=CC=C1)C1=C(C=CC=C1)[Pd]Cl (dicyclohexyl(2′,4′,6′-triisopropylbiphenyl-2-yl)phosphine (2′-aminobiphenyl-2-yl)(chloro)palladium). Solvent: O1CCOCC1 (1,4-dioxane). Conditions: temperature 53 celsius. Yields the product C(#N)CC1(CN(C1)C=1N=CC(=NC1)C(=O)NC(C)C)N1N=CC(=C1)C=1C(=NNC1C)C (5-[3-(Cyanomethyl)-3-(3′,5′-dimethyl-1H,1′H-4,4′-bipyrazol-1-yl)azetidin-1-yl]-N-isopropylpyrazine-2-carboxamide). Yield: 42.0%. As a reaction SMILES: [C:1]([CH2:3][C:4]1([N:20]2[CH:24]=[C:23](B3OC(C)(C)C(C)(C)O3)[CH:22]=[N:21]2)[CH2:7][N:6]([C:8]2[N:9]=[CH:10][C:11]([C:14]([NH:16][CH:17]([CH3:19])[CH3:18])=[O:15])=[N:12][CH:13]=2)[CH2:5]1)#[N:2].Br[C:35]1[C:36]([CH3:41])=[N:37][NH:38][C:39]=1[CH3:40].C(=O)([O-])[O-].[Cs+].[Cs+].O>O1CCOCC1.C1(P(C2CCCCC2)C2C=CC=CC=2C2C(C(C)C)=CC(C(C)C)=CC=2C(C)C)CCCCC1.NC1C=CC=CC=1C1C=CC=CC=1[Pd]Cl>[C:1]([CH2:3][C:4]1([N:20]2[CH:24]=[C:23]([C:35]3[C:36]([CH3:41])=[N:37][NH:38][C:39]=3[CH3:40])[CH:22]=[N:21]2)[CH2:7][N:6]([C:8]2[N:9]=[CH:10][C:11]([C:14]([NH:16][CH:17]([CH3:18])[CH3:19])=[O:15])=[N:12][CH:13]=2)[CH2:5]1)#[N:2] |f:2.3.4,7.8|. Reported procedure: A mixture of 5-{3-(cyanomethyl)-3-[4-(4,4,5,5-tetramethyl-1,3,2-dioxaborolan-2-yl)-1H-pyrazol-1-yl]azetidin-1-yl}-N-isopropylpyrazine-2-carboxamide (256 mg, 0.567 mmol, from Example 2, step 2), 4-bromo-3,5-dimethyl-1H-pyrazole (119 mg, 0.681 mmol), dicyclohexyl(2′,4′,6′-triisopropylbiphenyl-2-yl)phosphine-(2′-aminobiphenyl-2-yl)(chloro)palladium (1:1) (67 mg, 0.085 mmol) and cesium carbonate (550 mg, 1.7 mmol) in 1,4-dioxane (2 mL)/water (1 mL) was purged with nitrogen three times. The reaction ... Reactants: CC(C)(C)OC(=O)N1CC(C(=O)O)C1, C(=NC1CCCCC1)=NC1CCCCC1, ClCCl, Nc1ccccc1. Product: CC(C)(C)OC(=O)N1CC(C(=O)Nc2ccccc2)C1. Reaction SMILES: [C:1](=[O:2])([O:3][C:4]([CH3:5])([CH3:6])[CH3:7])[N:8]1[CH2:9][CH:10]([C:12](=[O:13])[OH:14])[CH2:11]1.[CH:22]1([N:23]=[C:24]=[N:25][CH:26]2[CH2:27][CH2:28][CH2:29][CH2:30][CH2:31]2)[CH2:32][CH2:33][CH2:34][CH2:35][CH2:36]1.[Cl:37][CH2:38][Cl:39].[NH2:15][c:16]1[cH:17][cH:18][cH:19][cH:20][cH:21]1>>[C:1](=[O:2])([O:3][C:4]([CH3:5])([CH3:6])[CH3:7])[N:8]1[CH2:9][CH:10]([C:12](=[O:14])[NH:15][c:16]2[cH:17][cH:18][cH:19][cH:20][cH:21]2)[CH2:11]1. The reactants are Br, O=C([O-])[O-], CN(C)C=O, Cn1nc(C(F)(F)F)c(CSC(=N)N)c1OC(F)F, [K+], [K+], O. Product: Cn1nc(C(F)(F)F)c(CS)c1OC(F)F. Reaction SMILES: [BrH:1].[C:21](=[O:22])([O-:23])[O-:24].[CH3:28][N:29]([CH3:30])[CH:31]=[O:32].[F:2][CH:3]([O:4][c:5]1[c:6]([CH2:15][S:16][C:17](=[NH:18])[NH2:19])[c:7]([C:11]([F:12])([F:13])[F:14])[n:8][n:9]1[CH3:10])[F:20].[K+:25].[K+:26].[OH2:27]>>[F:2][CH:3]([O:4][c:5]1[c:6]([CH2:15][SH:16])[c:7]([C:11]([F:12])([F:13])[F:14])[n:8][n:9]1[CH3:10])[F:20].